Dataset: the Open Reaction Database (ORD), a public repository of structured organic reaction records. Task: describe an organic reaction: reactants, conditions, products, and yield Reactants: FC1(C[C@@H](CC1)[C@](C(=O)O)(C1=CC=C(C=C1)Br)O)F ((2R)-2-((1R)-3,3-difluorocyclopentyl)-2-hydroxy-2-(4-bromophenyl)acetic acid), O[C@H]1CN(CC1)C(=O)OC(C)(C)C (t-butyl (3R)-3-hydroxypyrrolidine-1-carboxylate). The product is FC1(C[C@@H](CC1)[C@](C(=O)O[C@H]1CNCC1)(C1=CC=C(C=C1)Br)O)F ((3R)-pyrrolidin-3-yl (2R)-2-((1R)-3,3-difluorocyclopentyl)-2-hydroxy-2-(4-bromophenyl)ethanoate). As a reaction SMILES: [F:1][C:2]1([F:19])[CH2:6][CH2:5][C@@H:4]([C@@:7]([OH:18])([C:11]2[CH:16]=[CH:15][C:14]([Br:17])=[CH:13][CH:12]=2)[C:8]([OH:10])=[O:9])[CH2:3]1.O[C@@H:21]1[CH2:25][CH2:24][N:23](C(OC(C)(C)C)=O)[CH2:22]1>>[F:19][C:2]1([F:1])[CH2:6][CH2:5][C@@H:4]([C@@:7]([OH:18])([C:11]2[CH:12]=[CH:13][C:14]([Br:17])=[CH:15][CH:16]=2)[C:8]([O:10][C@@H:21]2[CH2:25][CH2:24][NH:23][CH2:22]2)=[O:9])[CH2:3]1. Procedure details: Using (2R)-2-((1R)-3,3-difluorocyclopentyl)-2-hydroxy-2-(4-bromophenyl)acetic acid and t-butyl (3R)-3-hydroxypyrrolidine-1-carboxylate, the title compound was prepared by a method similar to Steps 2 and 3 of Referential Example 12. The reactants are O=C(NC1CCCCC1C=2C=CC=CC2)C(F)(F)F. The reagents and catalysts are O=S(=O)([O-])CC=1C=NC(=CC1)C2=NC=C(C=C2)C.CCCC[N+](CCCC)(CCCC)CCCC, O1B(OC(C)(C)C1(C)C)B2OC(C)(C)C(O2)(C)C, C[OH2+].C[OH2+].C1CC=CCCC=C1.C1CC=CCCC=C1.[Ir].[Ir]. Run in O1CCCC1. Run at temperature 50 celsius, time 20 hour. Yields the product O=C(NC1CCCCC1C=2C=CC=C(C2)B3OC(C)(C)C(O3)(C)C)C(F)(F)F, O=C(NC1CCCCC1C2=CC=C(C=C2)B3OC(C)(C)C(O3)(C)C)C(F)(F)F. The yield is 13.0%. Reported procedure: Following general procedure F using cis‐12a (67.8 mg, 0.25 mmol), B2pin2 (127 mg, 0.50 mmol), [Ir(COD)OMe]2 (2.5 mg, 0.00375 mmol) and 1a (3.8 mg, 0.0075 mmol) in THF (1.25 mL). Stirred in vial at 50 °C for 20 hours. Analysis of crude 1 H NMR using internal standard 1,2‐dimethoxyethane showed 3.4:0.4:1 meta:dimeta:para borylation (overall meta:para ratio of 3.8:1) in 64% yield (with 36% unreacted starting material). The crude product was purified by silica gel chromatography (10% EtOAc in Petrol... The reactants are C=C(C)B1OC(C)(C)C(C)(C)O1, O=C([O-])[O-], C1CCOC1, C[Si](C)(C)CCOCn1cc(I)c2nc(NC(=O)NC3CCCCC3)cnc21, [Cs+], [Cs+], O. Product: C=C(C)c1cn(COCC[Si](C)(C)C)c2ncc(NC(=O)NC3CCCCC3)nc12. As a reaction SMILES: [C:29](=[CH2:30])([CH3:31])[B:32]1[O:33][C:34]([CH3:35])([CH3:36])[C:37]([CH3:38])([CH3:39])[O:40]1.[C:41](=[O:42])([O-:43])[O-:44].[CH2:47]1[O:48][CH2:49][CH2:50][CH2:51]1.[CH:1]1([NH:7][C:8](=[O:9])[NH:10][c:11]2[n:12][c:13]3[c:14]([n:15][cH:16]2)[n:17]([CH2:21][O:22][CH2:23][CH2:24][Si:25]([CH3:26])([CH3:27])[CH3:28])[cH:18][c:19]3[I:20])[CH2:2][CH2:3][CH2:4][CH2:5][CH2:6]1.[Cs+:45].[Cs+:46].[OH2:52]>>[CH:1]1([NH:7][C:8](=[O:9])[NH:10][c:11]2[n:12][c:13]3[c:14]([n:15][cH:16]2)[n:17]([CH2:21][O:22][CH2:23][CH2:24][Si:25]([CH3:26])([CH3:27])[CH3:28])[cH:18][c:19]3[C:29](=[CH2:30])[CH3:31])[CH2:2][CH2:3][CH2:4][CH2:5][CH2:6]1. Reactants: COCCn1c(-c2ccc(C(C)C)cc2)nc2cc(Br)cc(OC)c21, CC#N, O=C1CCC(=O)N1I. Product: COCCn1c(-c2ccc(C(C)C)cc2)nc2c(I)c(Br)cc(OC)c21. As a reaction SMILES: [Br:1][c:2]1[cH:3][c:4]2[c:5]([n:6]([CH2:18][CH2:19][O:20][CH3:21])[c:7](-[c:9]3[cH:10][cH:11][c:12]([CH:15]([CH3:16])[CH3:17])[cH:13][cH:14]3)[n:8]2)[c:22]([O:24][CH3:25])[cH:23]1.[CH3:34][C:35]#[N:36].[I:26][N:27]1[C:28](=[O:29])[CH2:30][CH2:31][C:32]1=[O:33]>>[Br:1][c:2]1[c:3]([I:26])[c:4]2[c:5]([n:6]([CH2:18][CH2:19][O:20][CH3:21])[c:7](-[c:9]3[cH:10][cH:11][c:12]([CH:15]([CH3:16])[CH3:17])[cH:13][cH:14]3)[n:8]2)[c:22]([O:24][CH3:25])[cH:23]1. Reactants: COS(=O)(=O)OC, COc1ccc2[nH]c(=O)n(C)c(=O)c2c1OC, [K+], [OH-]. Product: COc1ccc2c(c1OC)c(=O)n(C)c(=O)n2C. As a reaction SMILES: [CH3:1][O:2][S:3]([O:4][CH3:5])(=[O:6])=[O:7].[CH3:8][O:9][c:10]1[c:11]2[c:12](=[O:24])[n:13]([CH3:23])[c:14](=[O:22])[nH:15][c:16]2[cH:17][cH:18][c:19]1[O:20][CH3:21].[K+:26].[OH-:25]>>[CH3:1][n:15]1[c:14](=[O:22])[n:13]([CH3:23])[c:12](=[O:24])[c:11]2[c:10]([O:9][CH3:8])[c:19]([O:20][CH3:21])[cH:18][cH:17][c:16]21.